Dataset: the Open Reaction Database (ORD), a public repository of structured organic reaction records. Task: describe an organic reaction: reactants, conditions, products, and yield The reactants are N(=NC(=O)OCC)C(=O)OCC (Diethyl azodicarboxylate), OC1=CC=C(CN2N=C(C(=C2)CCC(=O)OC)C2=CC=CC=C2)C=C1 (methyl 3-[1-(4-hydroxybenzyl)-3-phenyl-1H-pyrazol-4-yl]propionate), CC1=C(N=C(O1)C1=CC=NC=C1)CO ([5-methyl-2-(4-pyridyl)-4-oxazolyl]methanol), C1(=CC=CC=C1)P(C1=CC=CC=C1)C1=CC=CC=C1 (triphenylphosphine), O.[OH-].[Li+] (lithium hydroxide monohydrate), Cl (hydrochloric acid). Run in O1CCCC1 (tetrahydrofuran), CO (methanol), O (water), O1CCCC1 (tetrahydrofuran). Reaction conditions: time 4 hour. Yields the product CC1=C(N=C(O1)C1=CC=NC=C1)COC1=CC=C(CN2N=C(C(=C2)CCC(=O)O)C2=CC=CC=C2)C=C1 (3-[1-[4-[5-methyl-2-(4-pyridyl)-4-oxazolylmethoxy]benzyl]-3-phenyl-1H-pyrazol-4-yl]propionic acid). The yield is 66.0%. As a reaction SMILES: N(C(OCC)=O)=NC(OCC)=O.[OH:13][C:14]1[CH:37]=[CH:36][C:17]([CH2:18][N:19]2[CH:23]=[C:22]([CH2:24][CH2:25][C:26]([O:28]C)=[O:27])[C:21]([C:30]3[CH:35]=[CH:34][CH:33]=[CH:32][CH:31]=3)=[N:20]2)=[CH:16][CH:15]=1.[CH3:38][C:39]1[O:43][C:42]([C:44]2[CH:49]=[CH:48][N:47]=[CH:46][CH:45]=2)=[N:41][C:40]=1[CH2:50]O.C1(P(C2C=CC=CC=2)C2C=CC=CC=2)C=CC=CC=1.O.[OH-].[Li+].Cl>CO.O.O1CCCC1>[CH3:38][C:39]1[O:43][C:42]([C:44]2[CH:49]=[CH:48][N:47]=[CH:46][CH:45]=2)=[N:41][C:40]=1[CH2:50][O:13][C:14]1[CH:37]=[CH:36][C:17]([CH2:18][N:19]2[CH:23]=[C:22]([CH2:24][CH2:25][C:26]([OH:28])=[O:27])[C:21]([C:30]3[CH:31]=[CH:32][CH:33]=[CH:34][CH:35]=3)=[N:20]2)=[CH:16][CH:15]=1 |f:4.5.6|. Procedure: Diethyl azodicarboxylate (40% in toluene, 753 mg) was added dropwise slowly to a mixture of methyl 3-[1-(4-hydroxybenzyl)-3-phenyl-1H-pyrazol-4-yl]propionate (500 mg), [5-methyl-2-(4-pyridyl)-4-oxazolyl]methanol (274 mg), triphenylphosphine (414 mg) and tetrahydrofuran (7 ml) at room temperature. After stirring at room temperature for 4 hours, the reaction solvent was removed under reduced pressure. The residue was subjected to silica gel column chromatography, and an oily substance was obtained...